From a dataset of the Open Reaction Database (ORD), a public repository of structured organic reaction records. describe an organic reaction: reactants, conditions, products, and yield Reactants: CC1=NC(=C(C(=C1C(=O)OC)C1=C(C=CC(=C1)[N+](=O)[O-])OCCCCBr)C(=O)OC)C (dimethyl 2,6-dimethyl-4-[(4-bromobutoxy)-5-nitro-phenyl]pyridine-3,5-dicarboxylate), O(C1=CC=CC=C1)CCCN (3-phenoxypropylamine). The solvent is C(C)#N (acetonitrile). The product is CC1=NC(=C(C(=C1C(=O)OC)C1=C(C=CC(=C1)[N+](=O)[O-])OCCCCNCCCOC1=CC=CC=C1)C(=O)OC)C (dimethyl 2,6-dimethyl-4-[5-nitro-2-[4-[(3-phenoxypropyl)amino]butoxy]phenyl]pyridine3,5-dicarboxylate). RXN SMILES: [CH3:1][C:2]1[C:7]([C:8]([O:10][CH3:11])=[O:9])=[C:6]([C:12]2[CH:17]=[C:16]([N+:18]([O-:20])=[O:19])[CH:15]=[CH:14][C:13]=2[O:21][CH2:22][CH2:23][CH2:24][CH2:25]Br)[C:5]([C:27]([O:29][CH3:30])=[O:28])=[C:4]([CH3:31])[N:3]=1.[O:32]([CH2:39][CH2:40][CH2:41][NH2:42])[C:33]1[CH:38]=[CH:37][CH:36]=[CH:35][CH:34]=1>C(#N)C>[CH3:1][C:2]1[C:7]([C:8]([O:10][CH3:11])=[O:9])=[C:6]([C:12]2[CH:17]=[C:16]([N+:18]([O-:20])=[O:19])[CH:15]=[CH:14][C:13]=2[O:21][CH2:22][CH2:23][CH2:24][CH2:25][NH:42][CH2:41][CH2:40][CH2:39][O:32][C:33]2[CH:38]=[CH:37][CH:36]=[CH:35][CH:34]=2)[C:5]([C:27]([O:29][CH3:30])=[O:28])=[C:4]([CH3:31])[N:3]=1. Reported procedure: 2.22 g of dimethyl 2,6-dimethyl-4-[(4-bromobutoxy)-5-nitro-phenyl]pyridine-3,5-dicarboxylate and 1.4 g of 3-phenoxypropylamine were dissolved in 30 ml of acetonitrile and refluxed with heating for two hours. After evaporating the solvent, the residue was subjected to silica gel column chromatography and eluted with chloroform - methanol (95:5) to give 1.8 g of caramel-like dimethyl 2,6-dimethyl-4-[5-nitro-2-[4-[(3-phenoxypropyl)amino]butoxy]phenyl]pyridine3,5-dicarboxylate. The compound thus obt... Reactants: S(=O)(=O)(O[O-])[O-].[K+].[K+] (potassium peroxymonosulphate), CC1=CC(=C(C(=O)O)C=C1)SC (4-methyl-2-methylsulphenylbenzoic acid), CO (methanol). Run in O (water). Run at time 5 hour. Product: CC1=CC(=C(C(=O)O)C=C1)S(=O)(=O)C (4-methyl-2-methylsulphonylbenzoic acid). As a reaction SMILES: [S:1]([O-:6])(O[O-])(=O)=[O:2].[K+].[K+].[CH3:9][C:10]1[CH:18]=[CH:17][C:13]([C:14]([OH:16])=[O:15])=[C:12](SC)[CH:11]=1.[CH3:21]O>O>[CH3:9][C:10]1[CH:18]=[CH:17][C:13]([C:14]([OH:16])=[O:15])=[C:12]([S:1]([CH3:21])(=[O:6])=[O:2])[CH:11]=1 |f:0.1.2|. Procedure details: A solution of potassium peroxymonosulphate (23.8 g) in water was added to a solution of 4-methyl-2-methylsulphenylbenzoic acid (4.7 g) in methanol. The mixture was stirred for 5 hours and left to stand overnight at room temperature. The methanol was removed by evaporation and the resulting suspension was diluted with water and extracted with chloroform. The organic layer was dried (anhydrous magnesium sulphate) and filtered. The filtrate was evaporated to dryness and the residue was triturated w...